This data is from the Open Reaction Database (ORD), a public repository of structured organic reaction records. The task is: describe an organic reaction: reactants, conditions, products, and yield Reactants: BrC1=CC=C(C=C1)O (4-bromophenol), IC1=C(C=CC=C1)O (2-iodophenol), BrC1=CC=C(C=C1)O (4-bromophenol), [B]1OC(C(O1)(C)C)(C)C (Pinacolborane), CSC (dimethylsulfide), B (borane), C1(=CC=CC=C1)B1OC(C)(C)C(C)(C)O1 (phenylboronic acid pinacol ester), IC=1C=C(C=CC1)O (3-iodophenol), IC1=CC=C(C=C1)O (4-iodophenol). Product: CC1(OB(OC1(C)C)C1=CC=C(C=C1)O)C (4-(4,4,5,5-tetramethyl-1,3,2-dioxaborolan-2-yl)phenol). Reaction SMILES: I[C:2]1[CH:7]=[CH:6][CH:5]=[CH:4][C:3]=1[OH:8].C1([B:15]2[O:23][C:20]([CH3:22])([CH3:21])[C:17]([CH3:19])([CH3:18])[O:16]2)C=CC=CC=1.IC1C=C(O)C=CC=1.BrC1C=CC(O)=CC=1.[B]1OC(C)(C)C(C)(C)O1.CSC.B.IC1C=CC(O)=CC=1>>[CH3:18][C:17]1([CH3:19])[C:20]([CH3:22])([CH3:21])[O:23][B:15]([C:6]2[CH:5]=[CH:4][C:3]([OH:8])=[CH:2][CH:7]=2)[O:16]1 |^1:39|. Reported procedure: The above reaction procedure used for 2-iodophenol was followed. The reaction was also faster, being again complete before the first sample for gc analysis was withdrawn after 1 h 50 min reaction time. The amount of phenylboronic acid pinacol ester was about that found in the 3-iodophenol reaction. The reaction in which 4-bromophenol is used as substrate is slower but does go to completion. Pinacolborane prepared in situ from the dimethylsulfide adduct of borane can also be used with both the 4-... Yields the product Cc1ccc2c(c1)c1c(n2CC(O)c2cccnc2)CCN(C)CC1. The reactants are Cc1ccc2[nH]c3c(c2c1)CCN(C)CC3, [H-], [Na+], c1cncc(C2CO2)c1, CN(C)C=O, O. RXN SMILES: [CH3:3][N:4]1[CH2:5][CH2:6][c:7]2[nH:8][c:9]3[cH:10][cH:11][c:12]([CH3:18])[cH:13][c:14]3[c:15]2[CH2:16][CH2:17]1.[H-:1].[Na+:2].[O:19]1[CH:20]([c:22]2[cH:23][n:24][cH:25][cH:26][cH:27]2)[CH2:21]1.[O:28]=[CH:29][N:30]([CH3:31])[CH3:32].[OH2:33]>>[CH3:3][N:4]1[CH2:5][CH2:6][c:7]2[n:8]([CH2:21][CH:20]([OH:19])[c:22]3[cH:23][n:24][cH:25][cH:26][cH:27]3)[c:9]3[cH:10][cH:11][c:12]([CH3:18])[cH:13][c:14]3[c:15]2[CH2:16][CH2:17]1. Reactants: CCO, [Cl-], CC(C)(C)OC(=O)c1ccc([N+](=O)[O-])cc1F, [Fe], [NH4+], O. The product is CC(C)(C)OC(=O)c1ccc(N)cc1F. RXN SMILES: [CH3:20][CH2:21][OH:22].[Cl-:18].[F:1][c:2]1[c:3]([C:4](=[O:5])[O:6][C:7]([CH3:8])([CH3:9])[CH3:10])[cH:11][cH:12][c:13]([N+:15]([O-:16])=[O:17])[cH:14]1.[Fe:24].[NH4+:19].[OH2:23]>>[F:1][c:2]1[c:3]([C:4](=[O:5])[O:6][C:7]([CH3:8])([CH3:9])[CH3:10])[cH:11][cH:12][c:13]([NH2:15])[cH:14]1. Reported procedure: Following a procedure similar to that for the preparation of 16a, intermediate 3a (50 mg, 0.117 mmol) and 4-methoxybenzene sulfonyl chloride (31.4 mg, 0.152 mmol) yielded 32.2 mg (46.2%) of 31a. MS (ESI) 597.0 (M+H+). The yield is 46.2%. Yields the product C(C)(C)(C)OC(NC(C1=CC=C(C=C1)CNC(=O)[C@@H]1CCC=2N1C(C(=CN2)NS(=O)(=O)C2=CC=C(C=C2)OC)=O)=N)=O ((S)-{imino-[4-({[3-(4-methoxy-benzenesulfonylamino)-4-oxo-4,6,7,8-tetrahydro-pyrrolo[1,2-a]pyrimidine-6-carbonyl]-amino}-methyl)-phenyl]-methyl}-carbamic acid tert-butyl ester). The reactants are C(C)(C)(C)OC(NC(C1=CC=C(C=C1)CNC(=O)[C@@H]1CCC=2N1C(C(=CN2)NS(=O)(=O)C)=O)=N)=O ((S)-[imino-(4-{[(3-methanesulfonylamino-4-oxo-4,6,7,8-tetrahydro-pyrrolo[1,2-a]pyrimidine-6-carbonyl)-amino]-methyl)-phenyl)-methyl]-carbamic acid tert-butyl ester), C(C)(C)(C)OC(NC(=N)C1=CC=C(C=C1)CNC(=O)[C@@H]1CCC=2N1C(C(=CN2)N(CC)CC)=O)=O ((S)-[(4-{[(3-diethylamino-4-oxo-4,6,7,8-tetrahydro-pyrrolo[1,2-a]pyrimidine-6-carbonyl)-amino]-methyl}-phenyl)-imino-methyl]-carbamic acid tert-butyl ester), COC1=CC=C(C=C1)S(=O)(=O)Cl (4-methoxybenzene sulfonyl chloride). As a reaction SMILES: [C:1]([O:5][C:6](=[O:35])[NH:7][C:8](=[NH:34])[C:9]1[CH:14]=[CH:13][C:12]([CH2:15][NH:16][C:17]([C@H:19]2[N:23]3[C:24](=[O:33])[C:25]([NH:28][S:29]([CH3:32])(=[O:31])=[O:30])=[CH:26][N:27]=[C:22]3[CH2:21][CH2:20]2)=[O:18])=[CH:11][CH:10]=1)([CH3:4])([CH3:3])[CH3:2].C(OC(=O)NC(C1C=CC(CNC([C@H]2N3C(=O)C(N(CC)CC)=CN=C3CC2)=O)=CC=1)=N)(C)(C)C.[CH3:71][O:72][C:73]1[CH:78]=[CH:77]C(S(Cl)(=O)=O)=[CH:75][CH:74]=1>>[C:1]([O:5][C:6](=[O:35])[NH:7][C:8](=[NH:34])[C:9]1[CH:14]=[CH:13][C:12]([CH2:15][NH:16][C:17]([C@H:19]2[N:23]3[C:24](=[O:33])[C:25]([NH:28][S:29]([C:32]4[CH:77]=[CH:78][C:73]([O:72][CH3:71])=[CH:74][CH:75]=4)(=[O:31])=[O:30])=[CH:26][N:27]=[C:22]3[CH2:21][CH2:20]2)=[O:18])=[CH:11][CH:10]=1)([CH3:4])([CH3:2])[CH3:3].